From a dataset of the Open Reaction Database (ORD), a public repository of structured organic reaction records. describe an organic reaction: reactants, conditions, products, and yield Reactants: NC1=C2C(=NC(=C1C(=O)OCC)C)SC(=C2C)Br (ethyl 4-amino-2-bromo-3,6-dimethylthieno[2,3-b]pyridine-5-carboxylate), CC(C)([O-])C.[Na+] (sodium tert-butoxide), ClC=1C=C(C=CC1)S(=O)(=O)Cl (3-chlorobenzenesulfonyl chloride). Solvent: CN(C)C=O (DMF), C(C)(=O)OCC (ethyl acetate), O (water). Reaction conditions: time 1.5 hour. Product: BrC1=C(C=2C(=NC(=C(C2NS(=O)(=O)C2=CC(=CC=C2)Cl)C(=O)OCC)C)S1)C (Ethyl 2-bromo-4-{[(3-chlorophenyl)sulfonyl]amino}-3,6-dimethylthieno[2,3-b]pyridine-5-carboxylate). Isolated yield 45.7%. As a reaction SMILES: [NH2:1][C:2]1[C:7]([C:8]([O:10][CH2:11][CH3:12])=[O:9])=[C:6]([CH3:13])[N:5]=[C:4]2[S:14][C:15]([Br:18])=[C:16]([CH3:17])[C:3]=12.CC(C)([O-])C.[Na+].[Cl:25][C:26]1[CH:27]=[C:28]([S:32](Cl)(=[O:34])=[O:33])[CH:29]=[CH:30][CH:31]=1>CN(C=O)C.C(OCC)(=O)C.O>[Br:18][C:15]1[S:14][C:4]2=[N:5][C:6]([CH3:13])=[C:7]([C:8]([O:10][CH2:11][CH3:12])=[O:9])[C:2]([NH:1][S:32]([C:28]3[CH:29]=[CH:30][CH:31]=[C:26]([Cl:25])[CH:27]=3)(=[O:34])=[O:33])=[C:3]2[C:16]=1[CH3:17] |f:1.2|. Procedure details: To a stirred solution of ethyl 4-amino-2-bromo-3,6-dimethylthieno[2,3-b]pyridine-5-carboxylate (Description 31) (500 mg, 1.519 mmol) in DMF (10 mL) was added sodium tert-butoxide (365 mg, 3.80 mmol) and 3-chlorobenzenesulfonyl chloride (0.428 mL, 3.04 mmol). The whole mixture was stirred at RT under nitrogen for ca. 1.5 h. The reaction mixture was then diluted with ethyl acetate (ca. 30 mL) and water (ca. 50 mL). The organic phase was separated and the aqueous phase re-extracted with ethyl aceta...